Task: describe an organic reaction: reactants, conditions, products, and yield. Dataset: the Open Reaction Database (ORD), a public repository of structured organic reaction records Reactants: N1CCC2(CC1)CSC1=C(O2)C2=CC=CC=C2C(C1=O)=O (spiro[naphtho[1,2-b][1,4]oxathiine-2,4′-piperidine]-5,6-dione), ClC=1C=C(C=CC1Cl)S(=O)(=O)Cl (3,4-dichlorobenzenesulfonyl chloride), 400. The product is ClC=1C=C(C=CC1Cl)S(=O)(=O)N1CCC2(CC1)CSC1=C(O2)C2=CC=CC=C2C(C1=O)=O (1′-[(3,4-dichlorophenyl)sulfonyl]spiro[naphtho[1,2-b][1,4]oxathiine-2,4′-piperidine]-5,6-dione). As a reaction SMILES: [NH:1]1[CH2:6][CH2:5][C:4]2([O:11][C:10]3[C:12]4[C:17]([C:18](=[O:21])[C:19](=[O:20])[C:9]=3[S:8][CH2:7]2)=[CH:16][CH:15]=[CH:14][CH:13]=4)[CH2:3][CH2:2]1.[Cl:22][C:23]1[CH:24]=[C:25]([S:30](Cl)(=[O:32])=[O:31])[CH:26]=[CH:27][C:28]=1[Cl:29]>>[Cl:22][C:23]1[CH:24]=[C:25]([S:30]([N:1]2[CH2:2][CH2:3][C:4]3([O:11][C:10]4[C:12]5[C:17]([C:18](=[O:21])[C:19](=[O:20])[C:9]=4[S:8][CH2:7]3)=[CH:16][CH:15]=[CH:14][CH:13]=5)[CH2:5][CH2:6]2)(=[O:31])=[O:32])[CH:26]=[CH:27][C:28]=1[Cl:29]. Reported procedure: Compound 76 was synthesized using spiro[naphtho[1,2-b][1,4]oxathiine-2,4′-piperidine]-5,6-dione, 3,4-dichlorobenzenesulfonyl chloride and conditions outlined in procedure P. M.p.=275-276° C.; 400 1H NMR (DMSO-d6) δ: 8.00-7.95 (m, 2H), 7.86-7.83 (m, 1H), 7.78-7.74 (m, 1H), 7.55-7.49 (m, 1H), 7.45-7.40 (m, 1H), 7.15-7.11 (m, 1H), 3.62-3.53 (m, 2H), 3.09 (s, 2H), 2.66-2.57 (m, 2H), 2.13-2.03 (m, 2H), 1.94-1.84 (m, 2H) LCMS: 510 [M+H]. Starting materials: ClS(=O)(=O)O (chlorosulfonic acid), C(C=1C(O)=CC=CC1)(=O)O (salicylic acid). Solvent: ice water. Run at time 1 hour. Yields the product ClS(=O)(=O)C=1C=CC(=C(C(=O)O)C1)O (5-Chlorosulfonyl-2-hydroxy-benzoic acid). RXN SMILES: [Cl:1][S:2]([OH:5])(=O)=[O:3].[C:6]([OH:15])(=[O:14])[C:7]1[C:8](=[CH:10][CH:11]=[CH:12][CH:13]=1)[OH:9]>>[Cl:1][S:2]([C:12]1[CH:11]=[CH:10][C:8]([OH:9])=[C:7]([CH:13]=1)[C:6]([OH:15])=[O:14])(=[O:5])=[O:3]. Reported procedure: To 3.26 mol chlorosulfonic acid at 0° C. was added 652 mmol salicylic acid in small portions and the mixture was then allowed to stir at RT for 1 h, then at 50° C. for 1 h, and finally at 70° C. for 1 h. The mixture was then added dropwise to 1000 ml ice-water with stirring and stirring continued for an additional 30 min. The ensuing white crystals were collected by filtration, washed three times with water, and then dried in vacuo at 45° C. for 16 h to yield the title compound. MS (m/e): 236.8 ... Reactants: C(C)(C)(C)OC(=O)C1NCC=2N(CC1)C(=CN2)C (3-methyl-5,6,8,9-tetrahydro-imidazo[1,2-a][1,4]diazepine-7-carboxylic acid tert-butyl ester), Cl (HCl). The solvent is O1CCOCC1 (dioxane). Product: Cl.Cl.CC1=CN=C2N1CCCNC2 (3-methyl-6,7,8,9-tetrahydro-5H-imidazo[1,2-a][1,4]diazepine dihydrochloride). Reaction SMILES: C(OC([CH:8]1[CH2:14][CH2:13][N:12]2[C:15]([CH3:18])=[CH:16][N:17]=[C:11]2[CH2:10][NH:9]1)=O)(C)(C)C.[ClH:19]>O1CCOCC1>[ClH:19].[ClH:19].[CH3:18][C:15]1[N:12]2[CH2:13][CH2:14][CH2:8][NH:9][CH2:10][C:11]2=[N:17][CH:16]=1 |f:3.4.5|. Procedure details: 1.89 g 3-methyl-5,6,8,9-tetrahydro-imidazo[1,2-a][1,4]diazepine-7-carboxylic acid tert-butyl ester was stirred in 40 mL 4 mol/L HCl solution in dioxane over night. The mixture was concentrated to give 1.67 g of the desired product. Rt: 0.62 min (method AC), (M+H)+: 152 The reactants are C(C)OC=1C=C(N=NC1OCC)N[N+](=O)[O-] (N-(5,6-Diethoxypyridazin-3-yl)-N-nitroamine). Reagents/catalysts: [Zn] (zinc). Run in O (water), C(C)(=O)O (acetic acid). Reaction conditions: time 1 hour. Product: C(C)OC=1C=C(N=NC1OCC)NN ((5,6-Diethoxypyridazin-3-yl)hydrazine). The yield is 50.5%. Reaction SMILES: [CH2:1]([O:3][C:4]1[CH:5]=[C:6]([NH:13][N+:14]([O-])=O)[N:7]=[N:8][C:9]=1[O:10][CH2:11][CH3:12])[CH3:2]>C(O)(=O)C.O.[Zn]>[CH2:1]([O:3][C:4]1[CH:5]=[C:6]([NH:13][NH2:14])[N:7]=[N:8][C:9]=1[O:10][CH2:11][CH3:12])[CH3:2]. Procedure details: N-(5,6-Diethoxypyridazin-3-yl)-N-nitroamine (W4.120; 114 mg) was dissolved in acetic acid (5 ml) and added dropwise while cooling with ice and stirring at between 10 and 20° C. to a mixture of zinc (130 mg) in water (3 ml). Thereafter, the ice bath was removed and the mixture was stirred at RT for 1 h. Then the mixture was alkalized with 10 N sodium hydroxide solution, the aqueous phase was extracted three times with DCM, and the combined DCM phases were dried over sodium sulfate, filtered and c...